The task is: describe an organic reaction: reactants, conditions, products, and yield. This data is from the Open Reaction Database (ORD), a public repository of structured organic reaction records. Reactants: 2(a), 4,5-epoxy, [H-].[Na+] (sodium hydride), ClC1=C(C=CC=C1)[C@@](CN1N=CN=C1)([C@H]([C@H](C)OS(=O)(=O)C)C)O ((2R*,3S*,4S*)-2-(2-chlorophenyl)-4-(methanesulfonyloxy)-3-methyl-1-(1H-1,2,4-triazol-1-yl)-2-pentanol), ice water, 2(b), 2(c). Solvent: CN(C=O)C (dimethylformamide). Reaction conditions: temperature 60 celsius, time 2 hour. Product: ClC1=C(C=CC=C1)[C@@]1(O[C@@H]([C@@H]1C)C)CN1N=CN=C1 ((2R*,3S*,4R*)-2-(2-Chlorophenyl)-3,4-dimethyl-2-[(1H-1,2,4-triazol-1-yl)methyl]oxetane). The yield is 26.4%. Reaction SMILES: [H-].[Na+].[Cl:3][C:4]1[CH:9]=[CH:8][CH:7]=[CH:6][C:5]=1[C@:10]([OH:26])([C@@H:17]([CH3:25])[C@@H:18](OS(C)(=O)=O)[CH3:19])[CH2:11][N:12]1[CH:16]=[N:15][CH:14]=[N:13]1>CN(C)C=O>[Cl:3][C:4]1[CH:9]=[CH:8][CH:7]=[CH:6][C:5]=1[C@@:10]1([CH2:11][N:12]2[CH:16]=[N:15][CH:14]=[N:13]2)[C@@H:17]([CH3:25])[C@@H:18]([CH3:19])[O:26]1 |f:0.1|. Procedure: 11 mg of a 60% by weight dispersion of sodium hydride in mineral oil were added to a solution of 51 mg of (2R*,3S*,4S*)-2-(2-chlorophenyl)-4-(methanesulfonyloxy)-3-methyl-1-(1H-1,2,4-triazol-1-yl)-2-pentanol [which was synthesized by a similar procedure to that described in Preparation 2(b) and 2(c) and derived from the 4,5-epoxy compound having the lower polarity of the stereoisomers at the C4 position prepared by a similar procedure to that described in Preparation 2(a)] in 2 ml of dimethylfor... Reactants: C1CCOC1, CC(C)c1cc(O)cc2c1C(=O)N(COc1cc(C(F)(F)F)nn1-c1ccc(Cl)cc1)S2(=O)=O, CCOC(=O)N=NC(=O)OCC, O=C(CCCO)OCc1ccccc1. Product: CC(C)c1cc(OCCCC(=O)OCc2ccccc2)cc2c1C(=O)N(COc1cc(C(F)(F)F)nn1-c1ccc(Cl)cc1)S2(=O)=O. Reaction SMILES: [CH2:61]1[O:62][CH2:63][CH2:64][CH2:65]1.[CH:1]([CH3:2])([CH3:3])[c:4]1[cH:5][c:6]([OH:34])[cH:7][c:8]2[c:9]1[C:10](=[O:33])[N:11]([CH2:15][O:16][c:17]1[cH:18][c:19]([C:29]([F:30])([F:31])[F:32])[n:20][n:21]1-[c:22]1[cH:23][cH:24][c:25]([Cl:28])[cH:26][cH:27]1)[S:12]2(=[O:13])=[O:14].[O:49]=[C:50]([O:51][CH2:52][CH3:53])[N:54]=[N:55][C:56]([O:57][CH2:58][CH3:59])=[O:60].[c:35]1([CH2:41][O:42][C:43]([CH2:44][CH2:45][CH2:46][OH:47])=[O:48])[cH:36][cH:37][cH:38][cH:39][cH:40]1>>[CH:1]([CH3:2])([CH3:3])[c:4]1[cH:5][c:6]([O:34][CH2:46][CH2:45][CH2:44][C:43]([O:42][CH2:41][c:35]2[cH:36][cH:37][cH:38][cH:39][cH:40]2)=[O:48])[cH:7][c:8]2[c:9]1[C:10](=[O:33])[N:11]([CH2:15][O:16][c:17]1[cH:18][c:19]([C:29]([F:30])([F:31])[F:32])[n:20][n:21]1-[c:22]1[cH:23][cH:24][c:25]([Cl:28])[cH:26][cH:27]1)[S:12]2(=[O:13])=[O:14]. Starting materials: COC=1C=C(C[C@H](N)C)C=CC1OC ((R)-3,4-dimethoxy-amphetamine), Cl.COC=1C=C(C[C@H](N)C)C=CC1OC ((R)-3,4-dimethoxy-amphetamine hydrochloride), COC=1C=C(C=O)C=CC1OC (3,4-dimethoxy-benzaldehyde), [N+](=O)([O-])CC (nitroethane). The product is COC=1C=C(C=CC1OC)C=C(C)[N+](=O)[O-] ((3,4-Dimethoxyphenyl)-2-nitropropene). Reaction SMILES: COC1C=C(C=CC=1OC)C[C@@H](C)N.Cl.COC1C=C(C=CC=1OC)C[C@@H](C)N.[CH3:30][O:31][C:32]1[CH:33]=[C:34]([CH:37]=[CH:38][C:39]=1[O:40][CH3:41])[CH:35]=O.[N+:42]([CH2:45][CH3:46])([O-:44])=[O:43]>>[CH3:30][O:31][C:32]1[CH:33]=[C:34]([CH:35]=[C:45]([N+:42]([O-:44])=[O:43])[CH3:46])[CH:37]=[CH:38][C:39]=1[O:40][CH3:41] |f:1.2|. Procedure: A process according to Claim 1, wherein said (R)-3,4-dimethoxy-amphetamine hydrodchloride of Formula (3) is prepared by condensing 3,4-dimethoxybenzaldehyde (10) with nitroethane (Henry's reaction) to form 3,4-dimethoxy-phenyl-2-nitro-propene (11), wherein said 3,4-dimethoxy-phenyl-2-nitro-propene is then reduced to 3,4-dimethoxy-phenyl-acetone (12) by means of a catalytic hydrogenation, wherein said 3,4-dimethoxy-phenyl-acetone (12) is then reacted with (R)-α-methyl-benzyl-amine (13) to form th... Starting materials: CC(C)CCC(C)(C(=O)NC(CO)c1ccccc1)c1ccc(F)cc1, C1COCCO1, O=S(=O)(O)O. The product is CC(C)CCC(C)(C(=O)O)c1ccc(F)cc1. As a reaction SMILES: [F:1][c:2]1[cH:3][cH:4][c:5]([C:8]([C:9](=[O:10])[NH:11][CH:12]([c:13]2[cH:14][cH:15][cH:16][cH:17][cH:18]2)[CH2:19][OH:20])([CH2:21][CH2:22][CH:23]([CH3:24])[CH3:25])[CH3:26])[cH:6][cH:7]1.[O:32]1[CH2:33][CH2:34][O:35][CH2:36][CH2:37]1.[S:27]([OH:28])(=[O:29])(=[O:30])[OH:31]>>[F:1][c:2]1[cH:3][cH:4][c:5]([C:8]([C:9]([OH:10])=[O:28])([CH2:21][CH2:22][CH:23]([CH3:24])[CH3:25])[CH3:26])[cH:6][cH:7]1. The reactants are CCn1ccc2ccc(Br)cc21, C1CCCCC1, CCOCC, [Li]C(C)CC, COC(=O)Cl. Yields the product CCn1ccc2ccc(C(=O)OC)cc21. RXN SMILES: [Br:6][c:7]1[cH:8][cH:9][c:10]2[cH:11][cH:12][n:13]([CH2:16][CH3:17])[c:14]2[cH:15]1.[CH2:23]1[CH2:24][CH2:25][CH2:26][CH2:27][CH2:28]1.[CH3:29][CH2:30][O:31][CH2:32][CH3:33].[CH:1]([Li:2])([CH2:3][CH3:4])[CH3:5].[Cl:18][C:19](=[O:20])[O:21][CH3:22]>>[c:7]1([C:19](=[O:20])[O:21][CH3:22])[cH:8][cH:9][c:10]2[cH:11][cH:12][n:13]([CH2:16][CH3:17])[c:14]2[cH:15]1. Reactants: CC1(OB(OC1(C)C)C1=CC=C(C=C1)CC(=O)O)C ([4-(4,4,5,5-tetramethyl-1,3,2-dioxaborolan-2-yl)phenyl]acetic acid), BrC=1C=NN2N=CC=CC21 (3-bromopyrazolo[1,5-b]pyridazine), C([O-])([O-])=O.[K+].[K+] (potassium carbonate). The reagents and catalysts are C(C)(=O)[O-].[Pd+2].C(C)(=O)[O-] (palladium acetate), COC=1C=CC=C(C1C=2C=CC=CC2P(C3CCCCC3)C4CCCCC4)OC (SPhos). The solvent is CC#N (CH3CN), O (water). Conditions: time 30 minute. Yields the product N1=CC(=C2N1N=CC=C2)C2=CC=C(C=C2)CC(=O)O ((4-pyrazolo[1,5-b]pyridazin-3-ylphenyl)acetic acid). The yield is 71.3%. As a reaction SMILES: CC1(C)C(C)(C)OB([C:9]2[CH:14]=[CH:13][C:12]([CH2:15][C:16]([OH:18])=[O:17])=[CH:11][CH:10]=2)O1.Br[C:21]1[CH:22]=[N:23][N:24]2[C:29]=1[CH:28]=[CH:27][CH:26]=[N:25]2.C(=O)([O-])[O-].[K+].[K+]>CC#N.O.C([O-])(=O)C.[Pd+2].C([O-])(=O)C.COC1C=CC=C(OC)C=1C1C=CC=CC=1P(C1CCCCC1)C1CCCCC1>[N:23]1[N:24]2[N:25]=[CH:26][CH:27]=[CH:28][C:29]2=[C:21]([C:9]2[CH:10]=[CH:11][C:12]([CH2:15][C:16]([OH:18])=[O:17])=[CH:13][CH:14]=2)[CH:22]=1 |f:2.3.4,7.8.9|. Procedure details: To a solution of 1.00 g (3.82 mmol) [4-(4,4,5,5-tetramethyl-1,3,2-dioxaborolan-2-yl)phenyl]acetic acid in 5.70 ml CH3CN and 3.80 ml water was added 0.76 g (3.82 mmol) 3-bromopyrazolo[1,5-b]pyridazine, 8.57 mg (0.038 mmol) palladium acetate, 1.21 g (8.77 mmol) potassium carbonate, and 0.031 g (0.076 mmol) SPhos. The resulting suspension was degassed for 5 minutes. After 30 min in the microwave at 150° C., the reaction mixture was cooled, acidified with 1N HCl, extracted with ethyl acetate, and wa... Reactants: NC1=NC2=C(C=3C=C(C=NC13)CCC1=C(C=C(OCCCCCCP(OCC)(OCC)=O)C=C1)C)C=CC(=C2)C (diethyl 6-(4-(2-(5-amino-8-methylbenzo[f][1,7]naphthyridin-2-yl)ethyl)-3-methylphenoxy)hexylphosphonate), C(=O)(C(F)(F)F)O (TFA). The product is NC1=NC2=C(C=3C=C(C=NC13)CCC1=C(C=C(OCCCCCCP(O)(O)=O)C=C1)C)C=CC(=C2)C (6-(4-(2-(5-amino-8-methylbenzo[f][1,7]naphthyridin-2-yl)ethyl)-3-methylphenoxy)hexylphosphonic acid). As a reaction SMILES: [NH2:1][C:2]1[C:11]2[N:10]=[CH:9][C:8]([CH2:12][CH2:13][C:14]3[CH:34]=[CH:33][C:17]([O:18][CH2:19][CH2:20][CH2:21][CH2:22][CH2:23][CH2:24][P:25](=[O:32])([O:29]CC)[O:26]CC)=[CH:16][C:15]=3[CH3:35])=[CH:7][C:6]=2[C:5]2[CH:36]=[CH:37][C:38]([CH3:40])=[CH:39][C:4]=2[N:3]=1.C(O)(C(F)(F)F)=O>>[NH2:1][C:2]1[C:11]2[N:10]=[CH:9][C:8]([CH2:12][CH2:13][C:14]3[CH:34]=[CH:33][C:17]([O:18][CH2:19][CH2:20][CH2:21][CH2:22][CH2:23][CH2:24][P:25](=[O:26])([OH:29])[OH:32])=[CH:16][C:15]=3[CH3:35])=[CH:7][C:6]=2[C:5]2[CH:36]=[CH:37][C:38]([CH3:40])=[CH:39][C:4]=2[N:3]=1. Procedure: 6-(4-(2-(5-amino-8-methylbenzo[f][1,7]naphthyridin-2-yl)ethyl)-3-methylphenoxy)hexylphosphonic acid (23) was prepared according to the procedure described in Example 1—Step 3, but using diethyl 6-(4-(2-(5-amino-8-methylbenzo[f][1,7]naphthyridin-2-yl)ethyl)-3-methylphenoxy)hexylphosphonate. TFA was added to the 1H NMR sample to solubilize the compound for analysis. The 1H NMR (dimethyl sulfoxide-d6) obtained for 6-(4-(2-(5-amino-8-methylbenzo[f][1,7]naphthyridin-2-yl)ethyl)-3-methylphenoxy)hexylp... Starting materials: C([O-])(O)=O.[Na+] (Sodium bicarbonate), S(=O)([O-])S(=O)[O-].[Na+].[Na+] (sodium dithionite), [I-].C[N+]1=CC(=CC=C1)C(NCCOC(CC1=C(N(C2=CC=C(C=C12)OC)C(C1=CC=C(C=C1)Cl)=O)C)=O)=O (1-Methyl-3-[N-(2-{[1-(p-chlorobenzoyl)-5-methoxy-2-methyl-3-indolyl]acetoxy}ethyl)carbamoyl]pyridinium iodide). The solvent is O.C(C)#N (water acetonitrile). Reaction conditions: temperature 0 celsius, time 1 hour. Product: CN1C=C(CC=C1)C(NCCOC(CC1=C(N(C2=CC=C(C=C12)OC)C(C1=CC=C(C=C1)Cl)=O)C)=O)=O (1-Methyl-3-[N-(2-{[1-(p-chlorobenzoyl)-5-methoxy-2-methyl-3-indolyl]acetoxy}ethyl)carbamoyl]-1,4-dihydropyridine). The yield is 82.0%. As a reaction SMILES: [I-].[CH3:2][N+:3]1[CH:8]=[CH:7][CH:6]=[C:5]([C:9](=[O:38])[NH:10][CH2:11][CH2:12][O:13][C:14](=[O:37])[CH2:15][C:16]2[C:24]3[C:19](=[CH:20][CH:21]=[C:22]([O:25][CH3:26])[CH:23]=3)[N:18]([C:27](=[O:35])[C:28]3[CH:33]=[CH:32][C:31]([Cl:34])=[CH:30][CH:29]=3)[C:17]=2[CH3:36])[CH:4]=1.C(=O)(O)[O-].[Na+].S(S([O-])=O)([O-])=O.[Na+].[Na+]>O.C(#N)C>[CH3:2][N:3]1[CH:8]=[CH:7][CH2:6][C:5]([C:9](=[O:38])[NH:10][CH2:11][CH2:12][O:13][C:14](=[O:37])[CH2:15][C:16]2[C:24]3[C:19](=[CH:20][CH:21]=[C:22]([O:25][CH3:26])[CH:23]=3)[N:18]([C:27](=[O:35])[C:28]3[CH:33]=[CH:32][C:31]([Cl:34])=[CH:30][CH:29]=3)[C:17]=2[CH3:36])=[CH:4]1 |f:0.1,2.3,4.5.6,7.8|. Procedure details: The indomethacin quaternary salt prepared in Example 95 (140 mg, 0.22 mmol), was dissolved in a minimum amount of water:acetonitrile (8:2). The water had been bubbled with nitrogen for 20 minutes prior to its use. Sodium bicarbonate (91 mg, 1.1 mmol) and sodium dithionite (110 mg, 0.65 mmol) were added to the solution while stirring at 0° C. The solution was then allowed to warm to room temperature. The reaction was continued for about 1 hour. Some of the product had precipitated during the reac...